This data is from the Open Reaction Database (ORD), a public repository of structured organic reaction records. The task is: describe an organic reaction: reactants, conditions, products, and yield The reactants are ClC=1C=C2C=CC(=NC2=CC1Cl)C (6,7-dichloro-quinaldine), C1CC(=O)N(C1=O)Cl (NCS). Product: ClC=1C=C2C=CC(=NC2=CC1Cl)CCl (6,7-Dichloro-2-chloromethyl-quinoline). As a reaction SMILES: [Cl:1][C:2]1[CH:3]=[C:4]2[C:9](=[CH:10][C:11]=1[Cl:12])[N:8]=[C:7]([CH3:13])[CH:6]=[CH:5]2.C1C(=O)N([Cl:21])C(=O)C1>>[Cl:1][C:2]1[CH:3]=[C:4]2[C:9](=[CH:10][C:11]=1[Cl:12])[N:8]=[C:7]([CH2:13][Cl:21])[CH:6]=[CH:5]2. Reported procedure: MS (ESI) 246 (M+H)+. Prepared from 6,7-dichloro-quinaldine and NCS in place of NBS. Product: CSc1cc2n(c1)Cc1cc(Cl)ccc1N=C2N1CCNCC1. RXN SMILES: [C:24](=[O:25])([O-:26])[O-:27].[CH2:30]1[CH2:31][NH:32][CH2:33][CH2:34][NH:35]1.[CH3:42][C:43]#[N:44].[CH:38]([Cl:39])([Cl:40])[Cl:41].[Cl-:36].[Cl:6][c:7]1[cH:8][cH:9][c:10]2[c:11]([cH:23]1)[CH2:12][n:13]1[c:14]([cH:18][c:19]([S:21][CH3:22])[cH:20]1)[C:15](=[O:17])[NH:16]2.[Cs+:28].[Cs+:29].[NH4+:37].[P:1]([Cl:2])([Cl:3])([Cl:4])=[O:5]>>[Cl:6][c:7]1[cH:8][cH:9][c:10]2[c:11]([cH:23]1)[CH2:12][n:13]1[c:14]([cH:18][c:19]([S:21][CH3:22])[cH:20]1)[C:15]([N:32]1[CH2:31][CH2:30][NH:35][CH2:34][CH2:33]1)=[N:16]2. The reactants are O=C([O-])[O-], C1CNCCN1, CC#N, ClC(Cl)Cl, [Cl-], CSc1cc2n(c1)Cc1cc(Cl)ccc1NC2=O, [Cs+], [Cs+], [NH4+], O=P(Cl)(Cl)Cl. Reactants: [OH-].[Na+] (sodium hydroxide), COC(=O)C=1C=C(OC(C(=O)OC(C)(C)C)(C)C)C=CC1 (tert-Butyl 2-(3-methoxycarbonylphenoxy)-2-methylpropionate), Cl (hydrochloric acid). Solvent: CO (methanol). Reaction conditions: time 3 hour. The product is C(C)(C)(C)OC(=O)C(C)(OC=1C=C(C(=O)O)C=CC1)C (3-(1-tert-Butoxycarbonyl-1-methylethoxy)benzoic Acid). As a reaction SMILES: C[O:2][C:3]([C:5]1[CH:6]=[C:7]([CH:19]=[CH:20][CH:21]=1)[O:8][C:9]([CH3:18])([CH3:17])[C:10]([O:12][C:13]([CH3:16])([CH3:15])[CH3:14])=[O:11])=[O:4].[OH-].[Na+].Cl>CO>[C:13]([O:12][C:10]([C:9]([CH3:18])([O:8][C:7]1[CH:6]=[C:5]([CH:21]=[CH:20][CH:19]=1)[C:3]([OH:4])=[O:2])[CH3:17])=[O:11])([CH3:14])([CH3:15])[CH3:16] |f:1.2|. Procedure details: tert-Butyl 2-(3-methoxycarbonylphenoxy)-2-methylpropionate (17.03 g, 57.80 mmol) was dissolved in methanol (80 mL). Subsequently, an aqueous 3M sodium hydroxide solution (40 mL) was added thereto, and the mixture was stirred for three hours at room temperature. After completion of reaction, the mixture was acidified with hydrochloric acid under ice-cooling, to thereby precipitate colorless crystals. The crystals were subjected to filtration, thorough washing with water, and drying under reduced ...